The task is: describe an organic reaction: reactants, conditions, products, and yield. This data is from the Open Reaction Database (ORD), a public repository of structured organic reaction records. The reactants are C1N2CN3CN1CN(C2)C3, COC(=O)c1ccc(O)cc1, O, O=C(O)C(F)(F)F, O=S(=O)(O)O. The product is COC(=O)c1ccc(O)c(C=O)c1. Reaction SMILES: [CH2:19]1[N:20]2[CH2:21][N:22]3[CH2:23][N:24]([CH2:25]2)[CH2:26][N:27]1[CH2:28]3.[CH3:1][O:2][C:3]([c:4]1[cH:5][cH:6][c:7]([OH:10])[cH:8][cH:9]1)=[O:11].[OH2:34].[OH:12][C:13]([C:14]([F:15])([F:16])[F:17])=[O:18].[S:29](=[O:30])(=[O:31])([OH:32])[OH:33]>>[CH3:1][O:2][C:3]([c:4]1[cH:5][c:6]([CH:13]=[O:12])[c:7]([OH:10])[cH:8][cH:9]1)=[O:11].